This data is from the Open Reaction Database (ORD), a public repository of structured organic reaction records. The task is: describe an organic reaction: reactants, conditions, products, and yield Starting materials: [Al+3], O=C(O)c1ccccc1Cc1ccc(Cl)cc1, [H-], [H-], [H-], [H-], [Li+]. Yields the product OCc1ccccc1Cc1ccc(Cl)cc1. As a reaction SMILES: [Al+3:2].[Cl:7][c:8]1[cH:9][cH:10][c:11]([CH2:12][c:13]2[c:14]([C:15](=[O:16])[OH:17])[cH:18][cH:19][cH:20][cH:21]2)[cH:22][cH:23]1.[H-:1].[H-:4].[H-:5].[H-:6].[Li+:3]>>[Cl:7][c:8]1[cH:9][cH:10][c:11]([CH2:12][c:13]2[c:14]([CH2:15][OH:16])[cH:18][cH:19][cH:20][cH:21]2)[cH:22][cH:23]1.